This data is from the Open Reaction Database (ORD), a public repository of structured organic reaction records. The task is: describe an organic reaction: reactants, conditions, products, and yield Reactants: CC(C)C=1C=C2C=CNC2=CC1 (5-(2-propyl)indole), C(#N)[BH3-].[Na+] (sodium cyanoborohydride), [OH-].[Na+] (sodium hydroxide). Run in O (water), C(C)(=O)O (acetic acid). Reaction conditions: time 4 hour. Yields the product CC(C)C=1C=C2CCNC2=CC1 (5-(2-Propyl)indoline). Yield: 102.5%. Reaction SMILES: [CH3:1][CH:2]([C:4]1[CH:5]=[C:6]2[C:10](=[CH:11][CH:12]=1)[NH:9][CH:8]=[CH:7]2)[CH3:3].C([BH3-])#N.[Na+].[OH-].[Na+]>C(O)(=O)C.O>[CH3:3][CH:2]([C:4]1[CH:5]=[C:6]2[C:10](=[CH:11][CH:12]=1)[NH:9][CH2:8][CH2:7]2)[CH3:1] |f:1.2,3.4|. Procedure: To a cooled solution of indole (D17, 0.60 g, 3.75 mmol) in glacial acetic acid (12 ml) was added sodium cyanoborohydride (1.20 g, 19.1 mmol) in portions. The mixture was stirred under argon for 4 h, then diluted with water and basified with 10% aqueous sodium hydroxide. The mixture was extracted with dichloromethane and the extract was dried and evaporated. After combining with material from a previous experiment (from 0.14 g indole) the crude product was chromatographed on silica gel eluted wit... Reactants: C(C)#N.C(=O)=O (acetonitrile CO2), C(C)#N (acetonitrile), C(C1=CC=CC=C1)(=O)OC (methyl benzoate), [Li]CCCC (n-BuLi). Run in C1CCOC1 (THF). Conditions: time 1 hour. The product is O=C(CC#N)C1=CC=CC=C1 (3-Oxo-3-phenyl-propionitrile). RXN SMILES: [Li]CCCC.[C:6](#[N:8])[CH3:7].[C:9](OC)(=[O:16])[C:10]1[CH:15]=[CH:14][CH:13]=[CH:12][CH:11]=1.C(#N)C.C(=O)=O>C1COCC1>[O:16]=[C:9]([C:10]1[CH:15]=[CH:14][CH:13]=[CH:12][CH:11]=1)[CH2:7][C:6]#[N:8] |f:3.4|. Procedure details: To 50 mL of THF at −78° C. was added n-BuLi (58.8 mL, 147.0 mmol, 2.5 M in hexanes). After the reaction temperature equilibrated (˜15 min), a solution of acetonitrile (7.7 mL, 147.0 mmol in 100 mL of THF) was added dropwise via an addition funnel over a 20 min period. The resulting milky-white slurry was allowed to stir for 1 hr before a solution of methyl benzoate (10.0 g, 73.5 mmol in 20 mL of THF) was added down the inside of the flask over a 15 min period. After 1 hr, the reaction was warmed... Starting materials: C, CCc1oc2c([N+](=O)[O-])cccc2c1C, CO, C1COCCO1, [Pd]. The product is CCc1oc2c(N)cccc2c1C. Reaction SMILES: [C:24].[CH2:1]([CH3:2])[c:3]1[c:4]([CH3:15])[c:5]2[c:6]([o:7]1)[c:8]([N+:12]([O-:13])=[O:14])[cH:9][cH:10][cH:11]2.[CH3:16][OH:17].[O:18]1[CH2:19][CH2:20][O:21][CH2:22][CH2:23]1.[Pd:25]>>[CH2:1]([CH3:2])[c:3]1[c:4]([CH3:15])[c:5]2[c:6]([o:7]1)[c:8]([NH2:12])[cH:9][cH:10][cH:11]2. Reactants: N1C=NC=C1 (imidazole), C(C)(C)(C)[Si](Cl)(C)C (tert-butyldimethylchlorosilane), ice, C(=O)(OC(C)(C)C)N[C@H]([C@H](C[C@H](C(=O)O)CC1=CC=C(C=C1)OC)O)CC1CCCCC1 (5(S)-(Boc-amino)-4(S)-hydroxy-6-cyclohexyl-2(R)-[(p-methoxyphenyl)methyl]hexanoic acid), ice water. Run in CN(C)C=O (DMF). Conditions: time 17 hour. Yields the product C(=O)(OC(C)(C)C)N[C@H]([C@H](C[C@H](C(=O)O)CC1=CC=C(C=C1)OC)O[Si](C)(C)C(C)(C)C)CC1CCCCC1 (5(S)-(Boc-Amino)-4(S)-(tert-butyldimethylsilyloxy)-6-cyclohexyl-2(R)-[(p-methoxyphenyl)methyl]hexanoic acid). As a reaction SMILES: N1C=CN=C1.[C:6]([Si:10]([CH3:13])([CH3:12])Cl)([CH3:9])([CH3:8])[CH3:7].[C:14]([NH:21][C@@H:22]([CH2:39][CH:40]1[CH2:45][CH2:44][CH2:43][CH2:42][CH2:41]1)[C@@H:23]([OH:38])[CH2:24][C@@H:25]([CH2:29][C:30]1[CH:35]=[CH:34][C:33]([O:36][CH3:37])=[CH:32][CH:31]=1)[C:26]([OH:28])=[O:27])([O:16][C:17]([CH3:20])([CH3:19])[CH3:18])=[O:15]>CN(C=O)C>[C:14]([NH:21][C@@H:22]([CH2:39][CH:40]1[CH2:45][CH2:44][CH2:43][CH2:42][CH2:41]1)[C@@H:23]([O:38][Si:10]([C:6]([CH3:9])([CH3:8])[CH3:7])([CH3:13])[CH3:12])[CH2:24][C@@H:25]([CH2:29][C:30]1[CH:35]=[CH:34][C:33]([O:36][CH3:37])=[CH:32][CH:31]=1)[C:26]([OH:28])=[O:27])([O:16][C:17]([CH3:20])([CH3:19])[CH3:18])=[O:15]. Procedure details: 133 g (1.95 mol) of imidazole and 164 g (1.09 mol) of tert-butyldimethylchlorosilane are added, under an argon atmosphere, to an ice-cold solution of 124 g (238 mmol) of 5(S)-(Boc-amino)-4(S)-hydroxy-6-cyclohexyl-2(R)-[(p-methoxyphenyl)methyl]hexanoic acid in 800 ml of DMF. After 17 h at RT, the reaction mixture is poured onto 1.9 l of ice-water and extracted 3× with 0.8 l of ethyl acetate on each occasion. The organic phases are washed with water, sat. NaHCO3 solution, water, 10% citric acid so... The reactants are OC1=C2C(OCC2=C(C(=C1C/C=C(/CCC(=S)OCC)\C)OC)C)=O (ethyl (E)-6-(1,3-dihydro-4-hydroxy-6-methoxy-7-methyl-3-oxo-5-isobenzofuranyl)-4-methyl-4-thiohexenoate), N1=CC=CC=C1 (pyridine), solution, C(=O)(Cl)Cl (phosgene). The solvent is C1=CC=CC=C1 (benzene), C1=CC=CC=C1 (benzene). Conditions: temperature 25 celsius, time 8 hour. The product is C(N)(=O)OC1=C2C(OCC2=C(C(=C1C/C=C(/CCC(=S)OCC)\C)OC)C)=O (ethyl (E)-6-(1,3-dihydro-4-carbamoyl oxy-6-methoxy-7-methyl-3-oxo-5-iso benzofuranyl)-4-methyl-4-thiohexenoate). RXN SMILES: [OH:1][C:2]1[C:10]([CH2:11]/[CH:12]=[C:13](\[CH3:21])/[CH2:14][CH2:15][C:16]([O:18][CH2:19][CH3:20])=[S:17])=[C:9]([O:22][CH3:23])[C:8]([CH3:24])=[C:7]2[C:3]=1[C:4](=[O:25])[O:5][CH2:6]2.[N:26]1[CH:31]=CC=CC=1.C(Cl)(Cl)=[O:33]>C1C=CC=CC=1>[C:31]([O:1][C:2]1[C:10]([CH2:11]/[CH:12]=[C:13](\[CH3:21])/[CH2:14][CH2:15][C:16]([O:18][CH2:19][CH3:20])=[S:17])=[C:9]([O:22][CH3:23])[C:8]([CH3:24])=[C:7]2[C:3]=1[C:4](=[O:25])[O:5][CH2:6]2)(=[O:33])[NH2:26]. Procedure: To a solution of 500 mgs of ethyl (E)-6-(1,3-dihydro-4-hydroxy-6-methoxy-7-methyl-3-oxo-5-isobenzofuranyl)-4-methyl-4-thiohexenoate in 10 ml of benzene cooled in an ice bath was added 0.1 ml of pyridine and 6 ml of a 12.5% solution of phosgene in benzene. The solution was stirred at 25° C. overnight, the precipitate filtered off and solvent removed from the filtrate under reduced pressure. The residue was dissolved in 5 ml of tetrahydrofuran and to this solution was added dropwise a solution of ... Reactants: C(C(=O)Cl)(=O)Cl (oxalyl chloride), C(C=C)O (allyl alcohol), C(C=C)O (allyl alcohol), peroxide, C(C)(C)(C)OOC(CC(O)C)(C)C (3-t-butylperoxy-1,3-dimethylbutanol), light yellow oil, carbonyl. Solvent: C(C)(=O)OCC (ethyl acetate). Reaction conditions: temperature 0 celsius, time 30 minute. Product: C(C(=O)OC(CC(C)(C)OOC(C)(C)C)C)(=O)OCC=C (Allyl 3-t-Butylperoxy-1,3-dimethylbutyl Oxalate). As a reaction SMILES: [C:1](Cl)(=[O:5])[C:2](Cl)=[O:3].[C:7]([O:11][O:12][C:13]([CH3:19])([CH3:18])[CH2:14][CH:15]([CH3:17])[OH:16])([CH3:10])([CH3:9])[CH3:8].[CH2:20]([OH:23])[CH:21]=[CH2:22]>C(OCC)(=O)C>[C:1]([O:23][CH2:20][CH:21]=[CH2:22])(=[O:5])[C:2]([O:16][CH:15]([CH3:17])[CH2:14][C:13]([O:12][O:11][C:7]([CH3:10])([CH3:9])[CH3:8])([CH3:18])[CH3:19])=[O:3]. Procedure details: A second preparation of I-4 was carried out. A 100 mL 3-necked flask equipped with a magnetic stirring bar, a nitrogen inlet line, a thermometer and an addition funnel with a side arm was charged with 25.9 g(200 mmoles) of oxalyl chloride, dry nitrogen gas was bubbled through the oxalyl chloride and the flask contents were cooled to 0° C. Then 20.0 g (97.3 mmoles) of 92.6% 3-t-butylperoxy-1,3-dimethylbutanol was added dropwise at such a rate that the temperature remained below 15° C. The additio... Reactants: Cc1cc(CCC(=O)OC(C)(C)C)nc(-c2nc(=O)c3ccc(Cl)cc3s2)c1, O=C(O)C(F)(F)F. The product is Cc1cc(CCC(=O)O)nc(-c2nc(=O)c3ccc(Cl)cc3s2)c1. Reaction SMILES: [Cl:1][c:2]1[cH:3][c:4]2[c:5]([c:6](=[O:26])[n:7][c:8](-[c:10]3[cH:11][c:12]([CH3:25])[cH:13][c:14]([CH2:16][CH2:17][C:18](=[O:19])[O:20][C:21]([CH3:22])([CH3:23])[CH3:24])[n:15]3)[s:9]2)[cH:27][cH:28]1.[OH:29][C:30]([C:31]([F:32])([F:33])[F:34])=[O:35]>>[Cl:1][c:2]1[cH:3][c:4]2[c:5]([c:6](=[O:26])[n:7][c:8](-[c:10]3[cH:11][c:12]([CH3:25])[cH:13][c:14]([CH2:16][CH2:17][C:18](=[O:19])[OH:20])[n:15]3)[s:9]2)[cH:27][cH:28]1. Reactants: Cc1nc2ncccc2cc1O, CN(C)c1ccncc1, COc1cc2nccc(Cl)c2cc1OC, Clc1ccccc1Cl, O. Product: COc1cc2nccc(Oc3cc4cccnc4nc3C)c2cc1OC. As a reaction SMILES: [CH3:1][c:2]1[n:3][c:4]2[n:5][cH:6][cH:7][cH:8][c:9]2[cH:10][c:11]1[OH:12].[CH3:29][N:30]([CH3:31])[c:32]1[cH:33][cH:34][n:35][cH:36][cH:37]1.[Cl:13][c:14]1[cH:15][cH:16][n:17][c:18]2[cH:19][c:20]([O:26][CH3:27])[c:21]([O:24][CH3:25])[cH:22][c:23]12.[Cl:38][c:39]1[cH:40][cH:41][cH:42][cH:43][c:44]1[Cl:45].[OH2:28]>>[CH3:1][c:2]1[n:3][c:4]2[n:5][cH:6][cH:7][cH:8][c:9]2[cH:10][c:11]1[O:12][c:14]1[cH:15][cH:16][n:17][c:18]2[cH:19][c:20]([O:26][CH3:27])[c:21]([O:24][CH3:25])[cH:22][c:23]12.